This data is from the Open Reaction Database (ORD), a public repository of structured organic reaction records. The task is: describe an organic reaction: reactants, conditions, products, and yield Reactants: OC1=CC=C(C(=O)OC)C=C1 (methyl 4-hydroxybenzoate), C(=O)(OC(C)(C)C)N1CCC(CC1)CCI (2-(N-Boc-4-Piperidinyl)ethyl Iodide), CS2CO3. Run in CN(C)C=O (DMF), CCOC(=O)C (EtOAc). Conditions: time 48 hour. The product is C(=O)(OC(C)(C)C)N1CCC(CC1)CCOC1=CC=C(C(=O)OC)C=C1 (Methyl 4-[2-(N-BOC-4-Piperidinyl)ethyloxy]benzoate). As a reaction SMILES: [OH:1][C:2]1[CH:11]=[CH:10][C:5]([C:6]([O:8][CH3:9])=[O:7])=[CH:4][CH:3]=1.[C:12]([N:19]1[CH2:24][CH2:23][CH:22]([CH2:25][CH2:26]I)[CH2:21][CH2:20]1)([O:14][C:15]([CH3:18])([CH3:17])[CH3:16])=[O:13]>CN(C=O)C.CCOC(C)=O>[C:12]([N:19]1[CH2:20][CH2:21][CH:22]([CH2:25][CH2:26][O:1][C:2]2[CH:3]=[CH:4][C:5]([C:6]([O:8][CH3:9])=[O:7])=[CH:10][CH:11]=2)[CH2:23][CH2:24]1)([O:14][C:15]([CH3:18])([CH3:17])[CH3:16])=[O:13]. Procedure: A solution of methyl 4-hydroxybenzoate (Aldrich) (0.4 g, 2.6 mmoles) 9-1 in DMF (10 ml) was treated with 2-(N-Boc-4-piperidinyl)ethyl iodide 1-4 (0.6 g, 1.77 mmoles) and CS2CO3 (1.15 g, 3.5 mmoles) with stirring at room temperature for 48 hours. The reaction mixture was diluted with EtOAc, washed with H2O, saturated NaHCO3, 10% KHSO4, brine dried (MgSO4) and concentrated. The residue was purified by flash chromatography on silica gel eluting with 20% EtOAc/hexanes to give pure 9-2. Rf 0.3. Starting materials: [I-].[K+] (Potassium iodide), C1(=CC=CC=C1)C(CC1=CC=CC=C1)=NO (1,2-diphenylethanone oxime), BrCCBr (1,2-dibromoethane), C([O-])([O-])=O.[K+].[K+] (potassium carbonate). Solvent: CC(=O)C (acetone), O (Water). Reaction conditions: time 72 hour. Product: BrCCON=C(CC1=CC=CC=C1)C1=CC=CC=C1 (1,2-diphenylethanone O-(2-bromoethyl)oxime). RXN SMILES: [C:1]1([C:7](=[N:15][OH:16])[CH2:8][C:9]2[CH:14]=[CH:13][CH:12]=[CH:11][CH:10]=2)[CH:6]=[CH:5][CH:4]=[CH:3][CH:2]=1.[Br:17][CH2:18][CH2:19]Br.C(=O)([O-])[O-].[K+].[K+].[I-].[K+]>CC(C)=O.O>[Br:17][CH2:18][CH2:19][O:16][N:15]=[C:7]([C:1]1[CH:2]=[CH:3][CH:4]=[CH:5][CH:6]=1)[CH2:8][C:9]1[CH:10]=[CH:11][CH:12]=[CH:13][CH:14]=1 |f:2.3.4,5.6|. Procedure: A suspension of the above oxime (5.0 g, 24 mmol), 1,2-dibromoethane (25 ml) and potassium carbonate (10.0 g, 72 mmol) in acetone (25 ml) was heated at reflux for 1 h, then stirred at ambient temperature for 72 h and finally heated at reflux for 4.5 h. Potassium iodide (0.5 g) was added and refluxing continued for an additional 16 h. Water (100 ml) was added and the resulting mixture extracted with dichloromethane (2×100 ml). The combined organic phases were washed with water (100 ml) and brine (...